This data is from the Open Reaction Database (ORD), a public repository of structured organic reaction records. The task is: describe an organic reaction: reactants, conditions, products, and yield Starting materials: N1CC(C1)C1=NC(=NN1)C1=NC=CC=C1 (2-(5-Azetidine-3-yl-[1,2,4]triazole-3-yl)-pyridine), COC(=O)C=1C=NN2C1N=C(C(=C2)C2=C(C=CC=C2F)F)C2=CC=C(C=C2)C=O (6-(2,6-difluorophenyl)-5-(4-formylphenyl)-pyrazolo[1,5-a]pyrimidine-3-carboxylic acid methyl ester). Product: COC(=O)C=1C=NN2C1N=C(C(=C2)C2=C(C=CC=C2F)F)C2=CC=C(C=C2)CN2CC(C2)C2=NNC(=N2)C2=NC=CC=C2 (6-(2,6-difluorophenyl)-5-(4-{3-[5-(pyridine-2-yl)-1H-[1,2,4]triazole-3-yl]-azetidine-1-ylmethyl}-phenyl)-pyrazolo[1,5-a]pyrimidine-3-carboxylic acid methyl ester). RXN SMILES: [NH:1]1[CH2:4][CH:3]([C:5]2[NH:9][N:8]=[C:7]([C:10]3[CH:15]=[CH:14][CH:13]=[CH:12][N:11]=3)[N:6]=2)[CH2:2]1.[CH3:16][O:17][C:18]([C:20]1[CH:21]=[N:22][N:23]2[CH:28]=[C:27]([C:29]3[C:34]([F:35])=[CH:33][CH:32]=[CH:31][C:30]=3[F:36])[C:26]([C:37]3[CH:42]=[CH:41][C:40]([CH:43]=O)=[CH:39][CH:38]=3)=[N:25][C:24]=12)=[O:19]>>[CH3:16][O:17][C:18]([C:20]1[CH:21]=[N:22][N:23]2[CH:28]=[C:27]([C:29]3[C:30]([F:36])=[CH:31][CH:32]=[CH:33][C:34]=3[F:35])[C:26]([C:37]3[CH:38]=[CH:39][C:40]([CH2:43][N:1]4[CH2:4][CH:3]([C:5]5[N:6]=[C:7]([C:10]6[CH:15]=[CH:14][CH:13]=[CH:12][N:11]=6)[NH:8][N:9]=5)[CH2:2]4)=[CH:41][CH:42]=3)=[N:25][C:24]=12)=[O:19]. Procedure details: The compound is prepared in analogy to example 27.0. 348.5 mg 2-(5-Azetidine-3-yl-[1,2,4]triazole-3-yl)-pyridine×2HCl are reacted with 500 mg (1.27 mmol) 6-(2,6-difluorophenyl)-5-(4-formylphenyl)-pyrazolo[1,5-a]pyrimidine-3-carboxylic acid methyl ester. After the usual work-up and purification 254 mg (32.9%) of the title compound are obtained. Starting materials: CC(C#C)(C)OCCl (chloromethyl 1,1-dimethyl-2-propynyl ether), C[O-].[Na+] (Sodium methoxide), ClC=1C=C(C=CC1O)NC(N(C)C)=O (3-(3-chloro-4-hydroxyphenyl)-1,1-dimethylurea), C([O-])([O-])=O.[Na+].[Na+] (sodium carbonate), [Na] (sodium), Compound 1. Solvent: CC(=O)C (acetone), O (water). The product is ClC=1C=C(C=CC1OCOC(C#C)(C)C)NC(N)=O (3-[3-Chloro-4-[(1,1-dimethyl-2-propynyloxy)methoxy]phenyl]urea). As a reaction SMILES: C[O-].[Na+].[Cl:4][C:5]1[CH:6]=[C:7]([NH:12][C:13](=[O:17])[N:14](C)C)[CH:8]=[CH:9][C:10]=1[OH:11].[Na].[CH3:19][C:20]([O:24][CH2:25]Cl)([CH3:23])[C:21]#[CH:22].C(=O)([O-])[O-].[Na+].[Na+]>CC(C)=O.O>[Cl:4][C:5]1[CH:6]=[C:7]([NH:12][C:13](=[O:17])[NH2:14])[CH:8]=[CH:9][C:10]=1[O:11][CH2:25][O:24][C:20]([CH3:23])([CH3:19])[C:21]#[CH:22] |f:0.1,5.6.7,^1:17|. Procedure details: Sodium methoxide (0.54 gram, 0.01 mole) is added to a methanolic solution of 3-(3-chloro-4-hydroxyphenyl)-1,1-dimethylurea (2.14 grams, 0.01 mole) and the mixture heated at reflux during 2 hours. The solvent is removed under reduced pressure and to the residual material dry benzene is added and evaporated off. This procedure is repeated until a dry white powder is obtained. The sodium salt is suspended in dry acetone (50 ml.) and chloromethyl 1,1-dimethyl-2-propynyl ether (1.45 grams, 0.011 mole... Procedure: Guanidine hydrochloride (2.42 g, 25.32 mmol) was dissolved in 20 ml of anhydrous methanol and then treated with sodium methoxide (1.50 g, 27.83 mmol), added in one portion at room temperature. The reaction mixture was stirred under nitrogen for 1 hour, then filtered under a nitrogen atmosphere. The solids were washed with anhydrous methanol (3×10 ml) and the filtrate concentrated under reduced pressure. Anhydrous benzene (60 ml) was added to the residue, the mixture reconcentrated in vacuo and t... Starting materials: CN(C=O)C (dimethylformamide), CC1=NN(N=C1C(=O)OC)C1=CC=CC=C1 (methyl 4-methyl-2-phenyl-2H-1,2,3-triazole-5-carboxylate), Cl.NC(=N)N (Guanidine hydrochloride), C[O-].[Na+] (sodium methoxide). Solvent: O1CCCC1 (tetrahydrofuran), CO (methanol), O (water). Yield: 41.0%. Reaction SMILES: [ClH:1].[NH2:2][C:3]([NH2:5])=[NH:4].C[O-].[Na+].CN(C)C=O.[CH3:14][C:15]1[C:19]([C:20](OC)=[O:21])=[N:18][N:17]([C:24]2[CH:29]=[CH:28][CH:27]=[CH:26][CH:25]=2)[N:16]=1>CO.O.O1CCCC1>[ClH:1].[CH3:14][C:15]1[C:19]([C:20]([NH:4][C:3]([NH2:5])=[NH:2])=[O:21])=[N:18][N:17]([C:24]2[CH:29]=[CH:28][CH:27]=[CH:26][CH:25]=2)[N:16]=1 |f:0.1,2.3,9.10|. Run at temperature 70 celsius, time 1 hour. The product is Cl.CC=1C(=NN(N1)C1=CC=CC=C1)C(=O)NC(=N)N ((5-Methyl-2-phenyl-2H-1,2,3-triazole-4-carbonyl)guanidine hydrochloride). The reactants are ClC1=C(C=CC=C1)C=1C(N(C=C(C1)C(=O)OC)C1=CC=CC=C1)=O (3-(2-chlorophenyl)-5-(methoxycarbonyl)-1-phenyl-1,2-dihydropyridin-2-one), BrC=1C(N(C=C(C1)C(=O)OC)C1=CC=CC=C1)=O (3-bromo-5-(methoxycarbonyl)-1-phenyl-1,2-dihydropyridin-2-one), ClC1=C(C=CC=C1)B(O)O (2-chlorophenylboronic acid), C(C(=O)Cl)(=O)Cl (oxalyl chloride), NC1=C(C=CC=C1)O (2-aminophenol). Solvent: ClCCl (dichloromethane), CN(C=O)C (dimethylformamide), ClCCl (dichloromethane), ClCCl (dichloromethane), ClCCl (dichloromethane). Conditions: time 1 hour. Product: ClC1=C(C=CC=C1)C=1C(N(C=C(C1)C=1OC2=C(N1)C=CC=C2)C2=CC=CC=C2)=O (3-(2-Chlorophenyl)-5-(2-benzoxazolyl)-1-phenyl-1,2-dihydropyridin-2-one). RXN SMILES: [Cl:1][C:2]1[CH:7]=[CH:6][CH:5]=[CH:4][C:3]=1[C:8]1[C:9](=[O:24])[N:10]([C:18]2[CH:23]=[CH:22][CH:21]=[CH:20][CH:19]=2)[CH:11]=[C:12]([C:14]([O:16][CH3:17])=O)[CH:13]=1.Br[C:26]1[C:27](=O)[N:28](C2C=CC=CC=2)[CH:29]=[C:30](C(OC)=O)[CH:31]=1.ClC1C=CC=CC=1B(O)O.C(Cl)(=O)C(Cl)=O.NC1C=CC=CC=1O>ClCCl.CN(C)C=O>[Cl:1][C:2]1[CH:7]=[CH:6][CH:5]=[CH:4][C:3]=1[C:8]1[C:9](=[O:24])[N:10]([C:18]2[CH:19]=[CH:20][CH:21]=[CH:22][CH:23]=2)[CH:11]=[C:12]([C:14]2[O:16][C:17]3[CH:29]=[CH:30][CH:31]=[CH:26][C:27]=3[N:28]=2)[CH:13]=1. Procedure details: 19 mg of carboxylate obtained by hydrolyzing the ester group of 3-(2-chlorophenyl)-5-(methoxycarbonyl)-1-phenyl-1,2-dihydropyridin-2-one (synthesized from 3-bromo-5-(methoxycarbonyl)-1-phenyl-1,2-dihydropyridin-2-one and 2-chlorophenylboronic acid in accordance with the method of Referential Example 3) was dissolved in 20 ml of dichloromethane. Under ice-cooling, a solution of 11 mg of oxalyl chloride in dichloromethane was added dropwise thereinto and a catalytic amount of dimethylformamide was...